Dataset: the Open Reaction Database (ORD), a public repository of structured organic reaction records. Task: describe an organic reaction: reactants, conditions, products, and yield Starting materials: FC1=C(CN2C(=CC3=CC(=CC=C23)[N+](=O)[O-])C(=O)OCC)C=CC=C1 (Ethyl 1-(2-fluorobenzyl)-5-nitro-1H-indole-2-carboxylate), C(=O)[O-].[NH4+] (ammonium formate). Reagents/catalysts: [Pd] (palladium on activated carbon). The solvent is C(C)(=O)OCC (ethyl acetate), C(C)O (ethanol). The product is NC=1C=C2C=C(N(C2=CC1)CC1=C(C=CC=C1)F)C(=O)OCC (Ethyl 5-amino-1-(2-fluorobenzyl)-1H-indole-2-carboxylate). Reaction SMILES: [F:1][C:2]1[CH:25]=[CH:24][CH:23]=[CH:22][C:3]=1[CH2:4][N:5]1[C:13]2[C:8](=[CH:9][C:10]([N+:14]([O-])=O)=[CH:11][CH:12]=2)[CH:7]=[C:6]1[C:17]([O:19][CH2:20][CH3:21])=[O:18].C([O-])=O.[NH4+]>C(OCC)(=O)C.C(O)C.[Pd]>[NH2:14][C:10]1[CH:9]=[C:8]2[C:13](=[CH:12][CH:11]=1)[N:5]([CH2:4][C:3]1[CH:22]=[CH:23][CH:24]=[CH:25][C:2]=1[F:1])[C:6]([C:17]([O:19][CH2:20][CH3:21])=[O:18])=[CH:7]2 |f:1.2|. Reported procedure: 27.84 g (81.33 mmol) of ethyl 1-(2-fluorobenzyl)-5-nitro-1H-indole-2-carboxylate from Example II are initially charged in 750 ml of ethyl acetate and 750 ml of ethanol. 20.51 g (325.31 mmol) of ammonium formate and 2.78 g of palladium on activated carbon are added. The mixture is boiled at reflux and, after one hour, cooled and filtered off through kieselguhr. The filter cake is washed with ethyl acetate. The solvent is removed under reduced pressure and the residue is dried. Reactants: 13, [I-].COC=1C=C2CCC=C(C2=CC1)C(C[N+](C)(C)C)=C (2-(6-methoxy-3,4-dihydro-1-naphthyl)-2-propen-1-yltrimethyl ammonium iodide), CO (methanol). Reagents/catalysts: [Ag]=O (silver oxide). The solvent is O (water). Conditions: time 3 hour. Product: COC=1C=C2CCC=C(C2=CC1)C(=C)CC1(C(CCC1=O)=O)CC (2-(6-methoxy3,4-dihydro-1-naphthyl)-3-(2-ethylcyclopentane-1,3-dione-2-yl)propene). Reaction SMILES: [I-].[CH3:2][O:3][C:4]1[CH:5]=[C:6]2[C:11](=[CH:12][CH:13]=1)[C:10]([C:14](=[CH2:20])[CH2:15][N+](C)(C)C)=[CH:9][CH2:8][CH2:7]2.[CH3:21][OH:22]>[Ag]=O.O>[CH3:2][O:3][C:4]1[CH:5]=[C:6]2[C:11](=[CH:12][CH:13]=1)[C:10]([C:14]([CH2:15][C:13]1([CH2:12][CH3:11])[C:21](=[O:22])[CH2:6][CH2:5][C:4]1=[O:3])=[CH2:20])=[CH:9][CH2:8][CH2:7]2 |f:0.1|. Procedure: A solution of 13 parts of 2-(6-methoxy-3,4-dihydro-1-naphthyl)-2-propen-1-yltrimethyl ammonium iodide in 200 parts by volume of methanol and 1 part of water is cooled to 0.5° and 4.5 parts of silver oxide is added. The resulting mixture is stirred for about 3 hours and the solid which forms is removed by filtration. At that time 5 parts of 2-ethylcyclopentane-1,3-dione is added to the filtrate. The resulting solution is concentrated to a small volume and 400 parts by volume of xylene together wi... Reactants: COC1=C(COCCCOC2=CC=C(C=C2)C2C(CN(CC2)C(=O)OC(C)(C)C)OCCOS(=O)(=O)C2=CC=C(C=C2)C)C=CC=C1 (tert-butyl 4-{4-[3-(2-methoxybenzyloxy)propoxy]phenyl}-3-[2-(toluene-4-sulphonyloxy)ethoxy]piperidine-1-carboxylate), FC=1C=CC(=C(C1)CCNC(C)=O)O (N-[2-(5-fluoro-2-hydroxyphenyl)ethyl]acetamide). Product: C(C)(=O)NCCC1=C(OCCOC2CN(CCC2C2=CC=C(C=C2)OCCCOCC2=C(C=CC=C2)OC)C(=O)OC(C)(C)C)C=CC(=C1)F (tert-Butyl 3-{2-[2-(2-acetylaminoethyl)-4-fluorophenoxy]ethoxy}-4-{4-[3-(2-methoxybenzyloxy)propoxy]phenyl}piperidine-1-carboxylate). As a reaction SMILES: [CH3:1][O:2][C:3]1[CH:47]=[CH:46][CH:45]=[CH:44][C:4]=1[CH2:5][O:6][CH2:7][CH2:8][CH2:9][O:10][C:11]1[CH:16]=[CH:15][C:14]([CH:17]2[CH2:22][CH2:21][N:20]([C:23]([O:25][C:26]([CH3:29])([CH3:28])[CH3:27])=[O:24])[CH2:19][CH:18]2[O:30][CH2:31][CH2:32]OS(C2C=CC(C)=CC=2)(=O)=O)=[CH:13][CH:12]=1.[F:48][C:49]1[CH:50]=[CH:51][C:52]([OH:61])=[C:53]([CH2:55][CH2:56][NH:57][C:58](=[O:60])[CH3:59])[CH:54]=1>>[C:58]([NH:57][CH2:56][CH2:55][C:53]1[CH:54]=[C:49]([F:48])[CH:50]=[CH:51][C:52]=1[O:61][CH2:32][CH2:31][O:30][CH:18]1[CH:17]([C:14]2[CH:13]=[CH:12][C:11]([O:10][CH2:9][CH2:8][CH2:7][O:6][CH2:5][C:4]3[CH:44]=[CH:45][CH:46]=[CH:47][C:3]=3[O:2][CH3:1])=[CH:16][CH:15]=2)[CH2:22][CH2:21][N:20]([C:23]([O:25][C:26]([CH3:27])([CH3:29])[CH3:28])=[O:24])[CH2:19]1)(=[O:60])[CH3:59]. Procedure details: Analogously to Method G, 0.45 g of tert-butyl 4-{4-[3-(2-methoxybenzyloxy)propoxy]phenyl}-3-[2-(toluene-4-sulphonyloxy)ethoxy]piperidine-1-carboxylate (Example 14b) and 0.27 g of N-[2-(5-fluoro-2-hydroxyphenyl)ethyl]acetamide are reacted. The title compound is obtained as a yellow oil. Rf=0.50 (EtOAc); Rt=5.59. The reactants are Cc1cc(F)ccc1C(CCOC1CCCCO1)CN(C)C(=O)c1cc(C#N)cc2c1CCCC2, CO, ClCCl, [Na+], O=C([O-])O, Cc1ccc(S(=O)(=O)O)cc1. Product: Cc1cc(F)ccc1C(CCO)CN(C)C(=O)c1cc(C#N)cc2c1CCCC2. RXN SMILES: [C:1](#[N:2])[c:3]1[cH:4][c:5]([C:13](=[O:14])[N:15]([CH3:16])[CH2:17][CH:18]([CH2:19][CH2:20][O:21][CH:22]2[CH2:23][CH2:24][CH2:25][CH2:26][O:27]2)[c:28]2[c:29]([CH3:35])[cH:30][c:31]([F:34])[cH:32][cH:33]2)[c:6]2[c:11]([cH:12]1)[CH2:10][CH2:9][CH2:8][CH2:7]2.[CH3:55][OH:56].[Cl:52][CH2:53][Cl:54].[Na+:51].[O-:47][C:48]([OH:49])=[O:50].[c:36]1([CH3:37])[cH:38][cH:39][c:40]([S:41]([OH:42])(=[O:43])=[O:44])[cH:45][cH:46]1>>[C:1](#[N:2])[c:3]1[cH:4][c:5]([C:13](=[O:14])[N:15]([CH3:16])[CH2:17][CH:18]([CH2:19][CH2:20][OH:21])[c:28]2[c:29]([CH3:35])[cH:30][c:31]([F:34])[cH:32][cH:33]2)[c:6]2[c:11]([cH:12]1)[CH2:10][CH2:9][CH2:8][CH2:7]2. Starting materials: O=[N+]([O-])c1ccc(F)cc1Br, CC(=O)O[Pd]OC(C)=O, COC(=O)c1ccccc1B(O)O, CCO, COc1cccc(OC)c1-c1ccccc1P(C1CCCCC1)C1CCCCC1, ClCCl, [Na+], [Na+], O=C([O-])[O-]. The product is COC(=O)c1ccccc1-c1cc(F)ccc1[N+](=O)[O-]. Reaction SMILES: [Br:14][c:15]1[c:16]([N+:22](=[O:23])[O-:24])[cH:17][cH:18][c:19]([F:21])[cH:20]1.[C:63]([O:64][Pd:65][O:66][C:67](=[O:68])[CH3:69])(=[O:70])[CH3:71].[CH3:1][O:2][C:3](=[O:4])[c:5]1[c:6]([B:11]([OH:12])[OH:13])[cH:7][cH:8][cH:9][cH:10]1.[CH3:72][CH2:73][OH:74].[CH:25]1([P:26]([CH:27]2[CH2:28][CH2:29][CH2:30][CH2:31][CH2:32]2)[c:33]2[cH:34][cH:35][cH:36][cH:37][c:38]2-[c:39]2[c:40]([O:41][CH3:42])[cH:43][cH:44][cH:45][c:46]2[O:47][CH3:48])[CH2:49][CH2:50][CH2:51][CH2:52][CH2:53]1.[Cl:60][CH2:61][Cl:62].[Na+:54].[Na+:55].[O-:56][C:57](=[O:58])[O-:59]>>[CH3:1][O:2][C:3](=[O:4])[c:5]1[c:6](-[c:15]2[c:16]([N+:22](=[O:23])[O-:24])[cH:17][cH:18][c:19]([F:21])[cH:20]2)[cH:7][cH:8][cH:9][cH:10]1. Reactants: ClC1=C(C(=CC(=C1)C(F)(F)F)Cl)N1N=NC(=C1)CO ([1-(2,6-dichloro-4-trifluoromethylphenyl)-1H-1,2,3-triazol-4-yl]methanol). The reagents and catalysts are [O-2].[O-2].[Mn+4] (manganese dioxide). Solvent: C(Cl)(Cl)Cl (chloroform). Reaction conditions: time 24 hour. Yields the product ClC1=C(C(=CC(=C1)C(F)(F)F)Cl)N1N=NC(=C1)C=O (1-(2,6-dichloro-4-trifluoromethylphenyl)-1H-1,2,3-triazole-4-carboxaldehyde). RXN SMILES: [Cl:1][C:2]1[CH:7]=[C:6]([C:8]([F:11])([F:10])[F:9])[CH:5]=[C:4]([Cl:12])[C:3]=1[N:13]1[CH:17]=[C:16]([CH2:18][OH:19])[N:15]=[N:14]1>C(Cl)(Cl)Cl.[O-2].[O-2].[Mn+4]>[Cl:12][C:4]1[CH:5]=[C:6]([C:8]([F:11])([F:9])[F:10])[CH:7]=[C:2]([Cl:1])[C:3]=1[N:13]1[CH:17]=[C:16]([CH:18]=[O:19])[N:15]=[N:14]1 |f:2.3.4|. Reported procedure: A mixture of this alcohol (1.7 g) and manganese dioxide (6.9 g) in chloroform (40 ml) was stirred at room temperature for 24 hours. This mixture was then filtered through Kieselguhr and the solvent evaporated to give crude material, which was purified by flash column chromatography (silica) to give 1-(2,6-dichloro-4-trifluoromethylphenyl)-1H-1,2,3-triazole-4-carboxaldehyde, m.p 143°-144.5°. The aldehyde (2.32 g) and diaminomaleonitrile (0.85 g) were heated under reflux in methanol (40 ml) for 6 ... Reaction conditions: temperature 75 celsius, time 8 hour. Product: NC1CN(CCC1)C1=CC(=NC=N1)NC=1SC(=CN1)C#N (2-{[6-(3-Aminopiperidin-1-yl)pyrimidin-4-yl]amino}-1,3-thiazole-5-carbonitrile). Run in CO.COOOC (methanol dimethoxyether). Reaction SMILES: [C:1]([C:3]1[S:7][C:6]([NH:8][C:9]2[N:14]=[CH:13][N:12]=[C:11]([N:15]3[CH2:20][CH2:19][CH2:18][CH:17]([NH:21]C(=O)C(F)(F)F)[CH2:16]3)[CH:10]=2)=[N:5][CH:4]=1)#[N:2].C(=O)([O-])[O-].[K+].[K+]>CO.COOOC>[NH2:21][CH:17]1[CH2:18][CH2:19][CH2:20][N:15]([C:11]2[N:12]=[CH:13][N:14]=[C:9]([NH:8][C:6]3[S:7][C:3]([C:1]#[N:2])=[CH:4][N:5]=3)[CH:10]=2)[CH2:16]1 |f:1.2.3,4.5|. Starting materials: C(#N)C1=CN=C(S1)NC1=CC(=NC=N1)N1CC(CCC1)NC(C(F)(F)F)=O (N-(1-{6-[(5-cyano-1,3-thiazol-2-yl)amino]pyrimidin-4-yl}piperidin-3-yl)-2,2,2-trifluoroacetamide), C([O-])([O-])=O.[K+].[K+] (potassium carbonate). Procedure: Crude N-(1-{6-[(5-cyano-1,3-thiazol-2-yl)amino]pyrimidin-4-yl}piperidin-3-yl)-2,2,2-trifluoroacetamide 9-5 (0.9 mmol) was suspended/dissolved in methanol/dimethoxyether (5 mL/2 mL) and potassium carbonate (1.8 mmol). This was warmed to 75° C. and stirred overnight. The product was purified on a preparative hplc and isolated via lyophilization from dioxane/water to produce 9-6. Hi-Res MS: calc: 302.1183 found: 302.1190. 1NMR(CD3OD): 8.31 ppm (s, 1H); 7.87 ppm (s, 1H); 6.09 ppm (s, 1H); 4.21 ppm (...